This data is from the Open Reaction Database (ORD), a public repository of structured organic reaction records. The task is: describe an organic reaction: reactants, conditions, products, and yield Starting materials: Cc1cc(C)c(C=C2C(=O)Nc3ncnc(Cl)c32)[nH]1, Nc1ccc(F)c(Cl)c1. Product: Cc1cc(C)c(C=C2C(=O)Nc3ncnc(Nc4ccc(F)c(Cl)c4)c32)[nH]1. RXN SMILES: [Cl:1][c:2]1[c:3]2[c:4]([n:5][cH:6][n:7]1)[NH:8][C:9](=[O:19])[C:10]2=[CH:11][c:12]1[nH:13][c:14]([CH3:18])[cH:15][c:16]1[CH3:17].[Cl:20][c:21]1[cH:22][c:23]([NH2:28])[cH:24][cH:25][c:26]1[F:27]>>[c:2]1([NH:28][c:23]2[cH:22][c:21]([Cl:20])[c:26]([F:27])[cH:25][cH:24]2)[c:3]2[c:4]([n:5][cH:6][n:7]1)[NH:8][C:9](=[O:19])[C:10]2=[CH:11][c:12]1[nH:13][c:14]([CH3:18])[cH:15][c:16]1[CH3:17]. Run at time 1 hour. Run in ClCCl (dichloromethane), FC(C(=O)O)(F)F (trifluoroacetic acid). Procedure details: To 3-(4-cyano-4-(2,4-dichlorophenyl)piperidin-1-yl)propyl-carbamic acid tert-butyl ester (0.589, 1.42 mmol) in 5 ml of dichloromethane, 1 ml of trifluoroacetic acid was added and the solution stirred at room temperature for 1 hour. The solution was concentrated, neutralized with 10% KOH solution and extracted into 25 ml of dichloromethane. The organic layer was dried over sodium sulfate, filtered and concentrated to give 0.423 g (93%) of 1-(3-aminopropyl)-4-(2,4-dichlorophenyl)-piperidine-4-carb... The product is NCCCN1CCC(CC1)(C#N)C1=C(C=C(C=C1)Cl)Cl (1-(3-aminopropyl)-4-(2,4-dichlorophenyl)-piperidine-4-carbonitrile). RXN SMILES: C(OC(=O)[NH:7][CH2:8][CH2:9][CH2:10][N:11]1[CH2:16][CH2:15][C:14]([C:25]#[N:26])([C:17]2[CH:22]=[CH:21][C:20]([Cl:23])=[CH:19][C:18]=2[Cl:24])[CH2:13][CH2:12]1)(C)(C)C>ClCCl.FC(F)(F)C(O)=O>[NH2:7][CH2:8][CH2:9][CH2:10][N:11]1[CH2:16][CH2:15][C:14]([C:17]2[CH:22]=[CH:21][C:20]([Cl:23])=[CH:19][C:18]=2[Cl:24])([C:25]#[N:26])[CH2:13][CH2:12]1. Yield: 95.4%. The reactants are C(C)(C)(C)OC(NCCCN1CCC(CC1)(C1=C(C=C(C=C1)Cl)Cl)C#N)=O (3-(4-cyano-4-(2,4-dichlorophenyl)piperidin-1-yl)propyl-carbamic acid tert-butyl ester). Reaction SMILES: [Br-:1].[CH:2]1([C:8]([OH:34])([C:28]2[CH:33]=[CH:32][CH:31]=[CH:30][CH:29]=2)[C:9]([O:11][CH:12]2[CH2:16][CH2:15][CH2:14][N+:13]2([CH3:27])[CH:17]([C:21]2[CH:26]=NC=C[N:22]=2)[C:18](=[O:20])[NH2:19])=[O:10])[CH2:7][CH2:6][CH2:5][CH2:4][CH2:3]1.[Br-].O[C@@H:37]1CC[N+:39](C)(C(C2C=NC=CN=2)C(=O)N)[CH2:38]1.[Br-].OC1CC[N@@+](C)(CC(=O)NC2N=NC=CC=2)C1>>[Br-:1].[CH:2]1([C:8]([OH:34])([C:28]2[CH:33]=[CH:32][CH:31]=[CH:30][CH:29]=2)[C:9]([O:11][CH:12]2[CH2:16][CH2:15][CH2:14][N+:13]2([CH3:27])[CH:17]([C:21]2[N:22]=[N:39][CH:38]=[CH:37][CH:26]=2)[C:18](=[O:20])[NH2:19])=[O:10])[CH2:7][CH2:6][CH2:5][CH2:4][CH2:3]1 |f:0.1,2.3,4.5,6.7|. The product is [Br-].C1(CCCCC1)C(C(=O)OC1[N+](CCC1)(C(C(N)=O)C=1N=NC=CC1)C)(C1=CC=CC=C1)O ((R/S)-(2-Cyclohexyl-2-hydroxy-2-phenyl-acetoxy)-1-methyl-1-(pyridazin-3-yl-carbamoylmethyl)-pyrrolidinium bromide). Reported procedure: This compound is prepared by an analogous method to (1R/S,3R)-3-((R/S)-(2-cyclohexyl-2-hydroxy-2-phenyl-acetoxy)-1-methyl-1-(pyrazin-2-ylcarbamoylmethyl)-pyrrolidinium bromide (Example 1) by replacing (1R/S,3R)-3-hydroxy-1-methyl-1-(pyrazin-2-yl-carbamoylmethyl)-pyrrolidinium bromide (Intermediate B) with (R)-3-hydroxy-1-methyl-1-(pyridazin-3-ylcarbamoylmethyl)-pyrrolidinium bromide (Intermediate F). Starting materials: [Br-].C1(CCCCC1)C(C(=O)OC1[N+](CCC1)(C(C(N)=O)C1=NC=CN=C1)C)(C1=CC=CC=C1)O ((R/S)-(2-Cyclohexyl-2-hydroxy-2-phenyl-acetoxy)-1-methyl-1-(pyrazin-2-yl-carbamoylmethyl)-pyrrolidinium bromide), [Br-].OC1C[N@@+](CC1)(CC(NC=1N=NC=CC1)=O)C ((R)-3-hydroxy-1-methyl-1-(pyridazin-3-ylcarbamoylmethyl)-pyrrolidinium bromide), [Br-].O[C@H]1C[N+](CC1)(C(C(N)=O)C1=NC=CN=C1)C ((1R/S,3R)-3-hydroxy-1-methyl-1-(pyrazin-2-yl-carbamoylmethyl)-pyrrolidinium bromide), [Br-].OC1C[N@@+](CC1)(CC(NC=1N=NC=CC1)=O)C ((R)-3-hydroxy-1-methyl-1-(pyridazin-3-ylcarbamoylmethyl)-pyrrolidinium bromide). The reactants are BrCC1=C(C=CC(=C1)C(F)(F)F)C=1C=C(C=CC1OC)C1=C(C=C(C=C1)C(=O)OC)C (methyl 2″-(bromomethyl)-4′-methoxy-2-methyl-4″-(trifluoromethyl)-1,1′:3′,1″-terphenyl-4-carboxylate), FC(C=1C=C(C=C(C1)C(F)(F)F)[C@@H]1C[C@@H](NC(O1)=O)C)(F)F ((4S,6S)-6-[3,5-bis(trifluoromethyl)phenyl]-4-methyl-1,3-oxazinan-2-one), CC(C)([O-])C.[K+] (potassium tert-butoxide). The solvent is CN(C)C=O (DMF). Run at time 2 hour. The product is FC(C=1C=C(C=C(C1)C(F)(F)F)[C@@H]1C[C@@H](N(C(O1)=O)CC1=C(C=CC(=C1)C(F)(F)F)C=1C=C(C=CC1OC)C1=C(C=C(C=C1)C(=O)OC)C)C)(F)F (methyl 2″-({(4S,6S)-6-[3,5-bis(trifluoromethyl)phenyl]-4-methyl-2-oxo-1,3-oxazinan-3-yl}methyl)-4′-methoxy-2-methyl-4″-(trifluoromethyl)-1,1′:3′,1″-terphenyl-4-carboxylate). Reaction SMILES: Br[CH2:2][C:3]1[CH:8]=[C:7]([C:9]([F:12])([F:11])[F:10])[CH:6]=[CH:5][C:4]=1[C:13]1[CH:14]=[C:15]([C:21]2[CH:26]=[CH:25][C:24]([C:27]([O:29][CH3:30])=[O:28])=[CH:23][C:22]=2[CH3:31])[CH:16]=[CH:17][C:18]=1[O:19][CH3:20].[F:32][C:33]([F:53])([F:52])[C:34]1[CH:35]=[C:36]([C@H:44]2[O:49][C:48](=[O:50])[NH:47][C@@H:46]([CH3:51])[CH2:45]2)[CH:37]=[C:38]([C:40]([F:43])([F:42])[F:41])[CH:39]=1.CC(C)([O-])C.[K+]>CN(C=O)C>[F:53][C:33]([F:32])([F:52])[C:34]1[CH:35]=[C:36]([C@H:44]2[O:49][C:48](=[O:50])[N:47]([CH2:2][C:3]3[CH:8]=[C:7]([C:9]([F:12])([F:11])[F:10])[CH:6]=[CH:5][C:4]=3[C:13]3[CH:14]=[C:15]([C:21]4[CH:26]=[CH:25][C:24]([C:27]([O:29][CH3:30])=[O:28])=[CH:23][C:22]=4[CH3:31])[CH:16]=[CH:17][C:18]=3[O:19][CH3:20])[C@@H:46]([CH3:51])[CH2:45]2)[CH:37]=[C:38]([C:40]([F:41])([F:42])[F:43])[CH:39]=1 |f:2.3|. Procedure: To a stirred solution of methyl 2″-(bromomethyl)-4′-methoxy-2-methyl-4″-(trifluoromethyl)-1,1′:3′,1″-terphenyl-4-carboxylate (78.5 mg; 0.159 mmol) and (4S,6S)-6-[3,5-bis(trifluoromethyl)phenyl]-4-methyl-1,3-oxazinan-2-one (43.4 mg; 0-133 mmol) in DMF (1 mL) was added potassium tert-butoxide (14.9 mg; 0.133 mmol). The reaction was stirred at room temperature for 2 h, quenched with sat. NH4Cl, and partitioned between EtOAc (10 mL) and sat. NH4Cl (10 mL). The aqueous layer was extracted with EtOAc ... Procedure: 11F (500 mg, 1.19 mmol) was dissolved in THF (tetrahydrofuran, 30 mL). To the solution was added activated MnO2 (600 mg, 6 eq, 6.9 mmol). The mixture was refluxed for 48 hours. After reaction completed, the mixture was cooled and filtered. The cake was washed well with THF and MeOH. The filtrate was concentrated and purified by column chromatography on silica gel to give 300 mg of pure product (11G). The product is OC1=C2C(=NC(=C1)C=1N=C(SC1)NC(C(C)C)=O)C1=C(O2)C=CC(=C1Cl)OC (4-hydroxyl-9-chloro-2-(2-isobutyrylamino-thiazole-4-yl)-8-methoxy-benzofuro[3,2-b]pyridine). Starting materials: ClC1=C(C=CC2=C1C=1NC(CC(C1O2)=O)C=2N=C(SC2)NC(C(C)C)=O)OC (9-chloro-2-(2-isobutyrylamino-thiazole-4-yl)-8-methoxy-2,3-dihydro-benzofuro[3,2-b]pyridin-4(1H)-one). Run in C1CCOC1 (THF). As a reaction SMILES: [Cl:1][C:2]1[C:7]2[C:8]3[NH:9][CH:10]([C:16]4[N:17]=[C:18]([NH:21][C:22](=[O:26])[CH:23]([CH3:25])[CH3:24])[S:19][CH:20]=4)[CH2:11][C:12](=[O:15])[C:13]=3[O:14][C:6]=2[CH:5]=[CH:4][C:3]=1[O:27][CH3:28]>C1COCC1.O=[Mn]=O>[OH:15][C:12]1[CH:11]=[C:10]([C:16]2[N:17]=[C:18]([NH:21][C:22](=[O:26])[CH:23]([CH3:25])[CH3:24])[S:19][CH:20]=2)[N:9]=[C:8]2[C:7]3[C:2]([Cl:1])=[C:3]([O:27][CH3:28])[CH:4]=[CH:5][C:6]=3[O:14][C:13]=12. Yield: 60.3%. The reagents and catalysts are O=[Mn]=O (MnO2). Starting materials: SC1=NC2=C(N1)C=CC=C2C(=O)OC (methyl 2-sulfanyl-1H-benzimidazole-4-carboxylate), C([O-])([O-])=O.[K+].[K+] (potassium carbonate), CI (methyl iodide). Solvent: CN(C)C=O (DMF), C(C)(=O)OCC (ethyl acetate). Reaction conditions: time 3 day. The product is CSC1=NC2=C(N1)C=CC=C2C(=O)OC (Methyl 2-(methylsulfanyl)-1H-benzimidazole-4-carboxylate). Yield: 80.6%. Reaction SMILES: [SH:1][C:2]1[NH:6][C:5]2[CH:7]=[CH:8][CH:9]=[C:10]([C:11]([O:13][CH3:14])=[O:12])[C:4]=2[N:3]=1.[C:15](=O)([O-])[O-].[K+].[K+].CI>CN(C=O)C.C(OCC)(=O)C>[CH3:15][S:1][C:2]1[NH:6][C:5]2[CH:7]=[CH:8][CH:9]=[C:10]([C:11]([O:13][CH3:14])=[O:12])[C:4]=2[N:3]=1 |f:1.2.3|. Procedure: To a solution of methyl 2-sulfanyl-1H-benzimidazole-4-carboxylate (prepared as described in WO2003/106430) (1.0 g) in DMF (15 mL), were added potassium carbonate (700 mg) and methyl iodide (0.32 mL), and the mixture was stirred at room temperature for 3 days. The reaction mixture was diluted with ethyl acetate, washed with brine, dried over anhydrous magnesium sulfate, and concentrated under reduced pressure. The residue was purified on column chromatography to obtain the titled compound (860 mg...